From a dataset of the Open Reaction Database (ORD), a public repository of structured organic reaction records. describe an organic reaction: reactants, conditions, products, and yield Reactants: NC=1SC=CN1 (2-aminothiazole), BrCC1OCCCC1 (2-(bromomethyl)tetrahydro-2H-pyran). Yields the product Br.O1C(CCCC1)CN1C(SC=C1)=N (3-(tetrahydropyran-2-ylmethyl)-1,3-thiazol-2(3H)-ylideneamine hydrobromide). Reaction SMILES: [NH2:1][C:2]1[S:3][CH:4]=[CH:5][N:6]=1.[Br:7][CH2:8][CH:9]1[CH2:14][CH2:13][CH2:12][CH2:11][O:10]1>>[BrH:7].[O:10]1[CH2:11][CH2:12][CH2:13][CH2:14][CH:9]1[CH2:8][N:6]1[CH:5]=[CH:4][S:3][C:2]1=[NH:1] |f:2.3|. Procedure: A mixture of 2-aminothiazole and 2-(bromomethyl)tetrahydro-2H-pyran were processed using the method described in Example 12A to afford the title compound. MS (DCI/NH3) m/z 199 (M+H)+. Reactants: CCCCCCC(Oc1ccc(C(=O)NCCC(=O)OCC)cc1F)c1ccc(-c2ccc(C(F)(F)F)cc2)c(C)c1, CCO, [Na+], [OH-]. Product: CCCCCCC(Oc1ccc(C(=O)NCCC(=O)O)cc1F)c1ccc(-c2ccc(C(F)(F)F)cc2)c(C)c1. RXN SMILES: [CH2:3]([CH3:4])[O:5][C:6]([CH2:7][CH2:8][NH:9][C:10]([c:11]1[cH:12][c:13]([F:42])[c:14]([O:17][CH:18]([CH2:19][CH2:20][CH2:21][CH2:22][CH2:23][CH3:24])[c:25]2[cH:26][c:27]([CH3:41])[c:28](-[c:31]3[cH:32][cH:33][c:34]([C:37]([F:38])([F:39])[F:40])[cH:35][cH:36]3)[cH:29][cH:30]2)[cH:15][cH:16]1)=[O:43])=[O:44].[CH3:45][CH2:46][OH:47].[Na+:2].[OH-:1]>>[O:5]=[C:6]([CH2:7][CH2:8][NH:9][C:10]([c:11]1[cH:12][c:13]([F:42])[c:14]([O:17][CH:18]([CH2:19][CH2:20][CH2:21][CH2:22][CH2:23][CH3:24])[c:25]2[cH:26][c:27]([CH3:41])[c:28](-[c:31]3[cH:32][cH:33][c:34]([C:37]([F:38])([F:39])[F:40])[cH:35][cH:36]3)[cH:29][cH:30]2)[cH:15][cH:16]1)=[O:43])[OH:44].